Dataset: the Open Reaction Database (ORD), a public repository of structured organic reaction records. Task: describe an organic reaction: reactants, conditions, products, and yield Starting materials: BrC=1C=C(C2=C(C=CO2)C1)C=O (5-bromo-benzofuran-7-carbaldehyde), OC[Sn](CCCC)(CCCC)CCCC (hydroxymethyltributyltin). The reagents and catalysts are catalyst, C=1C=CC(=CC1)[P](C=2C=CC=CC2)(C=3C=CC=CC3)[Pd]([P](C=4C=CC=CC4)(C=5C=CC=CC5)C=6C=CC=CC6)([P](C=7C=CC=CC7)(C=8C=CC=CC8)C=9C=CC=CC9)[P](C=1C=CC=CC1)(C=1C=CC=CC1)C=1C=CC=CC1 (tetrakis), C=1C=CC(=CC1)[P](C=2C=CC=CC2)(C=3C=CC=CC3)[Pd]([P](C=4C=CC=CC4)(C=5C=CC=CC5)C=6C=CC=CC6)([P](C=7C=CC=CC7)(C=8C=CC=CC8)C=9C=CC=CC9)[P](C=1C=CC=CC1)(C=1C=CC=CC1)C=1C=CC=CC1 (tetrakis(triphenylphosphine)palladium). Solvent: O1CCOCC1 (1,4-dioxan). Reaction conditions: time 4 hour. Yields the product OCC=1C=C(C2=C(C=CO2)C1)C=O (5-Hydroxymethyl-benzofuran-7-carbaldehyde). Yield: 60.1%. RXN SMILES: Br[C:2]1[CH:3]=[C:4]([CH:11]=[O:12])[C:5]2[O:9][CH:8]=[CH:7][C:6]=2[CH:10]=1.[OH:13][CH2:14][Sn](CCCC)(CCCC)CCCC>O1CCOCC1.C1C=CC([P]([Pd]([P](C2C=CC=CC=2)(C2C=CC=CC=2)C2C=CC=CC=2)([P](C2C=CC=CC=2)(C2C=CC=CC=2)C2C=CC=CC=2)[P](C2C=CC=CC=2)(C2C=CC=CC=2)C2C=CC=CC=2)(C2C=CC=CC=2)C2C=CC=CC=2)=CC=1>[OH:13][CH2:14][C:2]1[CH:3]=[C:4]([CH:11]=[O:12])[C:5]2[O:9][CH:8]=[CH:7][C:6]=2[CH:10]=1 |^1:37,39,58,77|. Reported procedure: A mixture of 5-bromo-benzofuran-7-carbaldehyde (2.02 g), hydroxymethyltributyltin (4.29 g) and tetrakis(triphenylphosphine palladium (O) (1.03 g) in dry 1,4-dioxan (8 ml) was heated at reflux for 18 h. A further portion of catalyst (203 mg) was added and heating continued for 4 h. The reaction mixture was allowed to cool, and the solution was purified by FCC eluted with hexane:ethyl acetate (1:1) to give the title compound as yellow oil (0.95 g). RXN SMILES: [Br:12][CH2:13][c:14]1[cH:15][c:16]([C:17]#[N:18])[cH:19][cH:20][cH:21]1.[CH2:22]([CH2:23][O:24][CH3:25])[O:26][CH3:27].[Cl:1][c:2]1[cH:3][cH:4][c:5]([S:8](=[O:9])[O-:10])[cH:6][cH:7]1.[Na+:11]>>[Cl:1][c:2]1[cH:3][cH:4][c:5]([S:8](=[O:9])(=[O:10])[CH2:13][c:14]2[cH:15][c:16]([C:17]#[N:18])[cH:19][cH:20][cH:21]2)[cH:6][cH:7]1. Reactants: N#Cc1cccc(CBr)c1, COCCOC, O=S([O-])c1ccc(Cl)cc1, [Na+]. Product: N#Cc1cccc(CS(=O)(=O)c2ccc(Cl)cc2)c1. Reactants: B(Br)(Br)Br (BBr3), COC=1C=C(C=CC1)S(=O)(=O)N(C)C (3-methoxy-N,N,-dimethyl-benzenesulfonamide). Run in C(Cl)Cl (CH2Cl2). Run at time 2 hour. The product is OC=1C=C(C=CC1)S(=O)(=O)N(C)C (3-Hydroxy-N,N,-dimethyl-benzenesulfonamide). Reaction SMILES: B(Br)(Br)Br.C[O:6][C:7]1[CH:8]=[C:9]([S:13]([N:16]([CH3:18])[CH3:17])(=[O:15])=[O:14])[CH:10]=[CH:11][CH:12]=1>C(Cl)Cl>[OH:6][C:7]1[CH:8]=[C:9]([S:13]([N:16]([CH3:18])[CH3:17])(=[O:15])=[O:14])[CH:10]=[CH:11][CH:12]=1. Procedure: A solution of BBr3 (1 M in CH2Cl2, 2.0 mL, 2.0 mmol) was added dropwise to a −78° C. solution of 3-methoxy-N,N,-dimethyl-benzenesulfonamide (0.15 g, 0.7 mmol) in CH2Cl2 (2 mL). The mixture was warmed to rt and stirred for 2 h, then cooled to 0° C. and quenched with saturated NaCO3. The aqueous phase was neutralized with saturated NH4Cl and extracted with EtOAc. The organic extracts were washed with brine, dried (MgSO4), filtered and concentrated to give an oil which was directly in the next step... The reactants are C(CCC(=O)O)(=O)O (succinic acid), CC(CCCCCC)O (2-octanol), CS(=O)(=O)O (methanesulfonic acid). Solvent: C1(=CC=CC=C1)C (toluene). The product is CC(CCCCCC)OC(CCC(=O)OC(C)CCCCCC)=O (Di(2-octyl)succinate). RXN SMILES: [C:1]([OH:8])(=[O:7])[CH2:2][CH2:3][C:4]([OH:6])=[O:5].[CH3:9][CH:10](O)[CH2:11][CH2:12][CH2:13][CH2:14][CH2:15][CH3:16].CS(O)(=O)=O>C1(C)C=CC=CC=1>[CH3:9][CH:10]([O:5][C:4](=[O:6])[CH2:3][CH2:2][C:1]([O:8][CH:10]([CH2:11][CH2:12][CH2:13][CH2:14][CH2:15][CH3:16])[CH3:9])=[O:7])[CH2:11][CH2:12][CH2:13][CH2:14][CH2:15][CH3:16]. Procedure: A mixture of succinic acid (Alfa-Aesar, 149.00 g, 1.26 mol), 2-octanol (Alfa-Aesar, 350.00 g, 2.69 mol), toluene (625 mL), and methanesulfonic acid (Alfa-Aesar, 2.00 g, 21 mmol) was heated to reflux for 6 hours. The water liberated was collected in a Dean Stark trap. The mixture was cooled, washed with saturated sodium bicarbonate (300 mL) and brine (100 mL), and dried over magnesium sulfate. The solvent was removed under vacuum to give a yellow oil that was used without further purification (42... The reactants are ClCCl, CC1(c2ccc3cc(OC4CCC(C5CCCCC5)CC4)ccc3c2)COC(=O)N1, [Cl-], [Cl-], [Cl-], [Cl-], O=C1CCC(=O)N1I, [Zr+4]. The product is CC1(c2ccc3c(I)c(OC4CCC(C5CCCCC5)CC4)ccc3c2)COC(=O)N1. As a reaction SMILES: [CH2:31]([Cl:32])[Cl:33].[CH:1]1([CH:7]2[CH2:8][CH2:9][CH:10]([O:13][c:14]3[cH:15][c:16]4[cH:17][cH:18][c:19]([C:24]5([CH3:30])[NH:25][C:26](=[O:29])[O:27][CH2:28]5)[cH:20][c:21]4[cH:22][cH:23]3)[CH2:11][CH2:12]2)[CH2:2][CH2:3][CH2:4][CH2:5][CH2:6]1.[Cl-:42].[Cl-:43].[Cl-:44].[Cl-:45].[I:34][N:35]1[C:36](=[O:37])[CH2:38][CH2:39][C:40]1=[O:41].[Zr+4:46]>>[CH:1]1([CH:7]2[CH2:8][CH2:9][CH:10]([O:13][c:14]3[c:15]([I:34])[c:16]4[cH:17][cH:18][c:19]([C:24]5([CH3:30])[NH:25][C:26](=[O:29])[O:27][CH2:28]5)[cH:20][c:21]4[cH:22][cH:23]3)[CH2:11][CH2:12]2)[CH2:2][CH2:3][CH2:4][CH2:5][CH2:6]1. Starting materials: P(OC(C#N)(CC)CC)([O-])=O (diethylcyanomethyl phosphonate), [H-].[Na+] (sodium hydride), C(C1=CC=CC=C1)C1=C(C=O)C=CC(=C1)Cl (2-benzyl-4-chlorobenzaldehyde). Solvent: O1CCCC1 (tetrahydrofuran), O1CCCC1 (tetrahydrofuran). Conditions: time 8 hour. The product is C(C1=CC=CC=C1)C1=C(C=CC(=C1)Cl)C=CC#N (3-[2-Benzyl-4-chlorophenyl]-2-propenonitrile). As a reaction SMILES: [H-].[Na+].P(=O)([O-])O[C:5](CC)(CC)[C:6]#[N:7].[CH2:14]([C:21]1[CH:28]=[C:27]([Cl:29])[CH:26]=[CH:25][C:22]=1[CH:23]=O)[C:15]1[CH:20]=[CH:19][CH:18]=[CH:17][CH:16]=1>O1CCCC1>[CH2:14]([C:21]1[CH:28]=[C:27]([Cl:29])[CH:26]=[CH:25][C:22]=1[CH:23]=[CH:5][C:6]#[N:7])[C:15]1[CH:20]=[CH:19][CH:18]=[CH:17][CH:16]=1 |f:0.1|. Procedure: To a suspension of 10.5 g (0.437 mole) of mineral oil free sodium hydride in 1.2 liters of tetrahydrofuran was added dropwise 58.4 g (0.328 mole) of diethylcyanomethyl phosphonate. After the hyrogen evolution had ceased ca 60 min, 69.4 g (0.3 mole) of 2-benzyl-4-chlorobenzaldehyde, in 75 ml of tetrahydrofuran was added dropwise. The mixture was stirred overnight at room temperature. The tetrahydrofuran solution was decanted, and concentrated at room temperature. The residue was partitioned betwe... Reactants: CCO, [K+], [OH-], CCOP(=S)(Cl)OCC(C)(C)C. Yields the product [K+], CCOP([O-])(=S)OCC(C)(C)C. Reaction SMILES: [CH2:15]([OH:16])[CH3:17].[K+:14].[OH-:13].[P:1](=[S:2])([O:3][CH2:4][CH3:5])([O:6][CH2:7][C:8]([CH3:9])([CH3:10])[CH3:11])[Cl:12]>>[K+:14].[P:1](=[S:2])([O:3][CH2:4][CH3:5])([O:6][CH2:7][C:8]([CH3:9])([CH3:10])[CH3:11])[O-:13].